Dataset: the Open Reaction Database (ORD), a public repository of structured organic reaction records. Task: describe an organic reaction: reactants, conditions, products, and yield The reactants are C, CC(C)(O)CCCCCc1ccc(C=Cc2cc(O)cc(O)c2)cc1, [Pd]. Product: CC(C)(O)CCCCCc1ccc(CCc2cc(O)cc(O)c2)cc1. RXN SMILES: [C:26].[OH:1][C:2]([CH2:3][CH2:4][CH2:5][CH2:6][CH2:7][c:8]1[cH:9][cH:10][c:11]([CH:14]=[CH:15][c:16]2[cH:17][c:18]([OH:23])[cH:19][c:20]([OH:22])[cH:21]2)[cH:12][cH:13]1)([CH3:24])[CH3:25].[Pd:27]>>[OH:1][C:2]([CH2:3][CH2:4][CH2:5][CH2:6][CH2:7][c:8]1[cH:9][cH:10][c:11]([CH2:14][CH2:15][c:16]2[cH:17][c:18]([OH:23])[cH:19][c:20]([OH:22])[cH:21]2)[cH:12][cH:13]1)([CH3:24])[CH3:25].